This data is from the Open Reaction Database (ORD), a public repository of structured organic reaction records. The task is: describe an organic reaction: reactants, conditions, products, and yield Reactants: [Li]CCCC, C1CCOC1, CCCCCC, CCOC(C)=O, COC1=NC(C(C)C)C(OC)=NC1C, [Cl-], CCCCCc1nc2cc(CCI)ccc2o1, [NH4+]. Product: CCCCCc1nc2cc(CCC3(C)N=C(OC)C(C(C)C)N=C3OC)ccc2o1. As a reaction SMILES: [CH2:15]([Li:16])[CH2:17][CH2:18][CH3:19].[CH2:39]1[O:40][CH2:41][CH2:42][CH2:43]1.[CH3:44][CH2:45][CH2:46][CH2:47][CH2:48][CH3:49].[CH3:50][CH2:51][O:52][C:53]([CH3:54])=[O:55].[CH:1]([CH3:2])([CH3:3])[CH:4]1[N:5]=[C:6]([O:13][CH3:14])[CH:7]([CH3:12])[N:8]=[C:9]1[O:10][CH3:11].[Cl-:37].[I:20][CH2:21][CH2:22][c:23]1[cH:24][cH:25][c:26]2[c:27]([n:28][c:29]([CH2:31][CH2:32][CH2:33][CH2:34][CH3:35])[o:30]2)[cH:36]1.[NH4+:38]>>[CH:1]([CH3:2])([CH3:3])[CH:4]1[N:5]=[C:6]([O:13][CH3:14])[C:7]([CH3:12])([CH2:21][CH2:22][c:23]2[cH:24][cH:25][c:26]3[c:27]([n:28][c:29]([CH2:31][CH2:32][CH2:33][CH2:34][CH3:35])[o:30]3)[cH:36]2)[N:8]=[C:9]1[O:10][CH3:11].